From a dataset of the Open Reaction Database (ORD), a public repository of structured organic reaction records. describe an organic reaction: reactants, conditions, products, and yield Starting materials: O=C1C=CC(=NN1CC=1C=C2C(=NNC2=CC1)C=1N=NN(C1)C1=CC=C(C(=O)O)C=C1)C1=CC=NC=C1 (4-(4-{5-[(6-oxo-3-pyridin-4-ylpyridazin-1(6H)-yl)methyl]-1H-indazol-3-yl}-1H-1,2,3-triazol-1-yl)benzoic acid), N1CCOCC1 (morpholine). Yields the product N1(CCOCC1)C(=O)C1=CC=C(C=C1)N1N=NC(=C1)C1=NNC2=CC=C(C=C12)CN1N=C(C=CC1=O)C1=CC=NC=C1 (2-[(3-{1-[4-(morpholin-4-ylcarbonyl)phenyl]-1H-1,2,3-triazol-4-yl}-1H-indazol-5-yl)methyl]-6-pyridin-4-ylpyridazin-3(2H)-one). Reaction SMILES: [O:1]=[C:2]1[N:7]([CH2:8][C:9]2[CH:10]=[C:11]3[C:15](=[CH:16][CH:17]=2)[NH:14][N:13]=[C:12]3[C:18]2[N:19]=[N:20][N:21]([C:23]3[CH:31]=[CH:30][C:26]([C:27]([OH:29])=O)=[CH:25][CH:24]=3)[CH:22]=2)[N:6]=[C:5]([C:32]2[CH:37]=[CH:36][N:35]=[CH:34][CH:33]=2)[CH:4]=[CH:3]1.[NH:38]1[CH2:43][CH2:42][O:41][CH2:40][CH2:39]1>>[N:38]1([C:27]([C:26]2[CH:30]=[CH:31][C:23]([N:21]3[CH:22]=[C:18]([C:12]4[C:11]5[C:15](=[CH:16][CH:17]=[C:9]([CH2:8][N:7]6[C:2](=[O:1])[CH:3]=[CH:4][C:5]([C:32]7[CH:33]=[CH:34][N:35]=[CH:36][CH:37]=7)=[N:6]6)[CH:10]=5)[NH:14][N:13]=4)[N:19]=[N:20]3)=[CH:24][CH:25]=2)=[O:29])[CH2:43][CH2:42][O:41][CH2:40][CH2:39]1. Procedure: The title compound was obtained following procedure described for example 94, step b), but starting from 4-(4-{5-[(6-oxo-3-pyridin-4-ylpyridazin-1(6H)-yl)methyl]-1H-indazol-3-yl}-1H-1,2,3-triazol-1-yl)benzoic acid (65 mg; 0.12 mmol; 1.0 eq.) and morpholine (4 mL; 46 mmol; 372 eq.) to give the title compound as a white solid. 1H NMR (300 MHz, DMSO-d6) δ 13.42 (s, 1H), 9.38 (s, 1H), 8.70 (dd, J=1.6, 4.6 Hz, 2H), 8.50 (s, 1H), 8.16 (d, J=6.0 Hz, 1H), 8.14 (d, J=3.0 Hz, 1H), 7.92 (dd, J=1.6, 4.6 Hz,... Starting materials: ClC=1C=C(CN2C(C3=C(C(N4C(=C3CC2)C(NCC4)=O)=O)O)=O)C=CC1F (9-(3-Chloro-4-fluorobenzyl)-7-hydroxy-3,4,10,11-tetrahydro-2-H-pyrazino[2,1-a]-2,6-naphthyridine-1,6,8(9H)-trione), [H-].[Na+] (sodium hydride), resultant solution, CI (methyl iodide). Solvent: CN(C)C=O (DMF). Conditions: temperature 0 celsius, time 20 minute. The product is ClC=1C=C(CN2C(C3=C(C(N4C(=C3CC2)C(N(CC4)C)=O)=O)O)=O)C=CC1F (9-(3-Chloro-4-fluorobenzyl)-7-hydroxy-2-methyl-3,4,10,11-tetrahydro-2-H-pyrazino[2,1-a]-2,6-naphthyridine-1,6,8(9H)-trione). As a reaction SMILES: [Cl:1][C:2]1[CH:3]=[C:4]([CH:24]=[CH:25][C:26]=1[F:27])[CH2:5][N:6]1[CH2:15][CH2:14][C:13]2[C:8](=[C:9]([OH:22])[C:10](=[O:21])[N:11]3[CH2:19][CH2:18][NH:17][C:16](=[O:20])[C:12]3=2)[C:7]1=[O:23].[H-].[Na+].[CH3:30]I>CN(C=O)C>[Cl:1][C:2]1[CH:3]=[C:4]([CH:24]=[CH:25][C:26]=1[F:27])[CH2:5][N:6]1[CH2:15][CH2:14][C:13]2[C:8](=[C:9]([OH:22])[C:10](=[O:21])[N:11]3[CH2:19][CH2:18][N:17]([CH3:30])[C:16](=[O:20])[C:12]3=2)[C:7]1=[O:23] |f:1.2|. Procedure details: A mixture of 9-(3-chloro-4-fluorobenzyl)-7-hydroxy-3,4,10,11-tetrahydro-2-H-pyrazino[2,1-a]-2,6-naphthyridine-1,6,8(9H)-trione (53 mg, 0.14 mmol; Example 5), and sodium hydride (12.3 mg; 60% dispersion in oil) in DMF (2 mL) was stirred at 0° C. for 20 minutes. To the resultant solution, methyl iodide (96 mg, 0.68 mmol) was added and the reaction mixture was heated at 40° C. for four hours. The reaction mixture was quenched with methanol and concentrated under vacuum. The residue was purified by ... Reactants: Cl, CC(C)(C)OC(=O)NC1CCC(c2cccc(F)c2F)Cn2c(CC(F)(F)F)cnc21, C1COCCO1. The product is Cl, NC1CCC(c2cccc(F)c2F)Cn2c(CC(F)(F)F)cnc21. As a reaction SMILES: [ClH:1].[F:2][c:3]1[c:4]([CH:10]2[CH2:11][CH2:12][CH:13]([NH:25][C:26](=[O:27])[O:28][C:29]([CH3:30])([CH3:31])[CH3:32])[c:14]3[n:15]([c:17]([CH2:20][C:21]([F:22])([F:23])[F:24])[cH:18][n:19]3)[CH2:16]2)[cH:5][cH:6][cH:7][c:8]1[F:9].[O:33]1[CH2:34][CH2:35][O:36][CH2:37][CH2:38]1>>[ClH:1].[F:2][c:3]1[c:4]([CH:10]2[CH2:11][CH2:12][CH:13]([NH2:25])[c:14]3[n:15]([c:17]([CH2:20][C:21]([F:22])([F:23])[F:24])[cH:18][n:19]3)[CH2:16]2)[cH:5][cH:6][cH:7][c:8]1[F:9].